From a dataset of the Open Reaction Database (ORD), a public repository of structured organic reaction records. describe an organic reaction: reactants, conditions, products, and yield Starting materials: NCC(=O)N(C1=CC=CC=C1)CC(=O)N1CCC2=CC=CC=C12 (2-amino-N-[2-(1-indolinyl)-2-oxoethyl]-N-phenylacetamide), CC=1C=C(C=CC1)N=C=O (3-methylphenyl isocyanate). The product is N1(CCC2=CC=CC=C12)C(CN(C(CNC(=O)NC1=CC(=CC=C1)C)=O)C1=CC=CC=C1)=O (N-[2-(1-indolinyl)-2-oxoethyl]-2-[3-(3-methylphenyl)ureido]-N-phenylacetamide). Isolated yield 27.2%. Reaction SMILES: [NH2:1][CH2:2][C:3]([N:5]([CH2:12][C:13]([N:15]1[C:23]2[C:18](=[CH:19][CH:20]=[CH:21][CH:22]=2)[CH2:17][CH2:16]1)=[O:14])[C:6]1[CH:11]=[CH:10][CH:9]=[CH:8][CH:7]=1)=[O:4].[CH3:24][C:25]1[CH:26]=[C:27]([N:31]=[C:32]=[O:33])[CH:28]=[CH:29][CH:30]=1>>[N:15]1([C:13](=[O:14])[CH2:12][N:5]([C:6]2[CH:7]=[CH:8][CH:9]=[CH:10][CH:11]=2)[C:3](=[O:4])[CH2:2][NH:1][C:32]([NH:31][C:27]2[CH:28]=[CH:29][CH:30]=[C:25]([CH3:24])[CH:26]=2)=[O:33])[C:23]2[C:18](=[CH:19][CH:20]=[CH:21][CH:22]=2)[CH2:17][CH2:16]1. Reported procedure: The procedure is analogous to that described in Example 1, but 1.8 g of 2-amino-N-[2-(1-indolinyl)-2-oxoethyl]-N-phenylacetamide and 0.8 g of 3-methylphenyl isocyanate are used as the starting material. After recrystallization from a mixture of ethyl acetate and dimethylformamide (80-20 by volume), 0.7 g of N-[2-(1-indolinyl)-2-oxoethyl]-2-[3-(3-methylphenyl)ureido]-N-phenylacetamide melting at 190° C. is obtained. The reactants are Br, COC(=O)N1CCC(c2cc(=O)[nH]o2)CC1Cc1ccc(F)c(F)c1. Yields the product O=c1cc(C2CCNC(Cc3ccc(F)c(F)c3)C2)o[nH]1. Reaction SMILES: [BrH:26].[F:1][c:2]1[cH:3][c:4]([CH2:5][CH:6]2[N:7]([C:18]([O:19][CH3:20])=[O:21])[CH2:8][CH2:9][CH:10]([c:12]3[cH:13][c:14](=[O:17])[nH:15][o:16]3)[CH2:11]2)[cH:22][cH:23][c:24]1[F:25]>>[F:1][c:2]1[cH:3][c:4]([CH2:5][CH:6]2[NH:7][CH2:8][CH2:9][CH:10]([c:12]3[cH:13][c:14](=[O:17])[nH:15][o:16]3)[CH2:11]2)[cH:22][cH:23][c:24]1[F:25]. The reactants are BrC1=C(SC(=C1C)I)C1OCCO1 (2-(3-bromo-5-iodo-4-methylthien-2-yl)-1,3-dioxolane), COC1=CC(=C(C=C1)B(O)O)C (4-methoxy-2-methylphenylboronic acid), COC1=CC=C(C=C1)B(O)O (4-methoxyphenylboronic acid). Yields the product OC1=CC(=C(C=C1)C1=C(C(=C(S1)C=O)C1=CC=C(C=C1)O)C)C (5-(4-Hydroxy-2-methylphenyl)-3-(4-hydroxyphenyl)-4-methyl-2-thiophenecarbaldehyde). The yield is 91.0%. Reaction SMILES: Br[C:2]1[C:6]([CH3:7])=[C:5](I)[S:4][C:3]=1[CH:9]1[O:13]CCO1.C[O:15][C:16]1[CH:21]=[CH:20][C:19](B(O)O)=[C:18]([CH3:25])[CH:17]=1.C[O:27][C:28]1[CH:33]=[CH:32][C:31](B(O)O)=[CH:30][CH:29]=1>>[OH:15][C:16]1[CH:21]=[CH:20][C:19]([C:5]2[S:4][C:3]([CH:9]=[O:13])=[C:2]([C:31]3[CH:32]=[CH:33][C:28]([OH:27])=[CH:29][CH:30]=3)[C:6]=2[CH3:7])=[C:18]([CH3:25])[CH:17]=1. Procedure: Starting from 2-(3-bromo-5-iodo-4-methylthien-2-yl)-1,3-dioxolane (2.5 g, 6.7 mmol) and 4-methoxy-2-methylphenylboronic acid (1.2 g, 7.2 mmol) in place of 4-methoxyphenylboronic acid (Step 1), and substituting 4-methoxyphenylboronic acid in place of 3-methoxyphenylboronic acid (Step 2), the title compound (0.50 g, 91%) was synthesized in essentially the same manner as described in Example 1. Starting materials: ClC1=CC=C(C=N1)N (6-chloropyridin-3-amine), COC=C1C(OC(OC1=O)(C)C)=O (5-(methoxymethylene)-2,2-dimethyl-1,3-dioxane-4,6-dione). Solvent: CC(C)O (i-PrOH). The product is ClC1=CC=C(C=N1)NC=C1C(OC(OC1=O)(C)C)=O (5-((6-chloropyridin-3-ylamino)methylene)-2,2-dimethyl-1,3-dioxane-4,6-dione). The yield is 91.0%. As a reaction SMILES: [Cl:1][C:2]1[N:7]=[CH:6][C:5]([NH2:8])=[CH:4][CH:3]=1.CO[CH:11]=[C:12]1[C:17](=[O:18])[O:16][C:15]([CH3:20])([CH3:19])[O:14][C:13]1=[O:21]>CC(O)C>[Cl:1][C:2]1[N:7]=[CH:6][C:5]([NH:8][CH:11]=[C:12]2[C:13](=[O:21])[O:14][C:15]([CH3:19])([CH3:20])[O:16][C:17]2=[O:18])=[CH:4][CH:3]=1. Procedure: The mixture of 6-chloropyridin-3-amine (5.0 g, 38.8 mmol) and 5-(methoxymethylene)-2,2-dimethyl-1,3-dioxane-4,6-dione (7.2 g, 38.8 mmol) in i-PrOH (60 mL) was stirred at reflux for 2 h, and the solvent was removed to afford 5-((6-chloropyridin-3-ylamino)methylene)-2,2-dimethyl-1,3-dioxane-4,6-dione as a solid in 91% yield (10.0 g). m/z 283 (M+H)+ The reactants are COC(=O)C1(C(OCC1C(\C=C\CCCCC)SC1=CC=CC=C1)=O)CCCCCCC(=O)OC (3-methoxycarbonyl-3-(6-methoxycarbonylhexyl)-4-(1-phenylthio-trans-2-octenyl)-oxolane-2-one), [Cl-].[Li+] (lithium chloride). Solvent: CN(P(N(C)C)(N(C)C)=O)C (hexamethylphosphoric triamide). Product: COC(=O)CCCCCCC1C(OCC1C(\C=C\CCCCC)SC1=CC=CC=C1)=O (3-(6-methoxycarbonylhexyl)-4-(1-phenylthio-trans-2-octenyl)oxolane-2-one). The yield is 41.4%. As a reaction SMILES: COC([C:5]1([CH2:26][CH2:27][CH2:28][CH2:29][CH2:30][CH2:31][C:32]([O:34][CH3:35])=[O:33])[CH:9]([CH:10]([S:18][C:19]2[CH:24]=[CH:23][CH:22]=[CH:21][CH:20]=2)/[CH:11]=[CH:12]/[CH2:13][CH2:14][CH2:15][CH2:16][CH3:17])[CH2:8][O:7][C:6]1=[O:25])=O.[Cl-].[Li+]>CN(C)P(=O)(N(C)C)N(C)C>[CH3:35][O:34][C:32]([CH2:31][CH2:30][CH2:29][CH2:28][CH2:27][CH2:26][CH:5]1[CH:9]([CH:10]([S:18][C:19]2[CH:24]=[CH:23][CH:22]=[CH:21][CH:20]=2)/[CH:11]=[CH:12]/[CH2:13][CH2:14][CH2:15][CH2:16][CH3:17])[CH2:8][O:7][C:6]1=[O:25])=[O:33] |f:1.2|. Procedure details: 166 mg (0.33 mmol) of 3-methoxycarbonyl-3-(6-methoxycarbonylhexyl)-4-(1-phenylthio-trans-2-octenyl)-oxolane-2-one was dissolved in 4 ml of hexamethylphosphoric triamide in an argon atmosphere followed by stirring. 70 mg (1.65 mmol) of lithium chloride was then added to the solution and the mixture was stirred at a temperature of 100° C. for 5 hours. The resulting mixture was then worked up in the same manner as described in Example 5 to obtain 61 mg (41% yield) of 3-(6-methoxycarbonylhexyl)-4-(1... Starting materials: ClC1=CC=C(C=C1)S(=O)(=O)NC1=C(C(=O)Cl)C=C(C(=C1)OC)OC (2-(4-Chloro-phenylsulfonylamino)-4,5-dimethoxy-benzoyl chloride), NC1=CC=C(C=C1)S(=O)(=O)F (4-aminobenzenesulfonyl fluoride). The solvent is C1(=CC=CC=C1)C (toluene). Product: ClC1=CC=C(C=C1)S(=O)(=O)NC1=C(C(=O)NC2=CC=C(C=C2)S(=O)(=O)F)C=C(C(=C1)OC)OC (4-((2-(4-Chloro-phenylsulfonylamino)-4,5-dimethoxy-benzoyl)-amino)-benzenesulfonyl fluoride). Reaction SMILES: [Cl:1][C:2]1[CH:7]=[CH:6][C:5]([S:8]([NH:11][C:12]2[CH:20]=[C:19]([O:21][CH3:22])[C:18]([O:23][CH3:24])=[CH:17][C:13]=2[C:14](Cl)=[O:15])(=[O:10])=[O:9])=[CH:4][CH:3]=1.[NH2:25][C:26]1[CH:31]=[CH:30][C:29]([S:32]([F:35])(=[O:34])=[O:33])=[CH:28][CH:27]=1>C1(C)C=CC=CC=1>[Cl:1][C:2]1[CH:7]=[CH:6][C:5]([S:8]([NH:11][C:12]2[CH:20]=[C:19]([O:21][CH3:22])[C:18]([O:23][CH3:24])=[CH:17][C:13]=2[C:14]([NH:25][C:26]2[CH:31]=[CH:30][C:29]([S:32]([F:35])(=[O:34])=[O:33])=[CH:28][CH:27]=2)=[O:15])(=[O:10])=[O:9])=[CH:4][CH:3]=1. Procedure: 10.00 g (25.6 mmol) of 2-(4-Chloro-phenylsulfonylamino)-4,5-dimethoxy-benzoyl chloride were mixed with 300 ml of toluene, 4.49 g (25.6 mmol) of 4-aminobenzenesulfonyl fluoride were added and the mixture was heated under reflux for 4 h. After cooling the precipitated solid was filtered off with suction and washed with toluene. 11.71 g (87%) of the title compound having a melting point of 216-219° C. were obtained. Reactants: Cl.NC1[C@@H]2N(C(=C(CS2)CC)C(=S)OC(C2=CC=CC=C2)C2=CC=CC=C2)C1=O (benzhydryl 7-amino-3-ethylthio-3-cephem-4-carboxylate hydrochloride), monotrimethylsilylacetamide, resultant solution, C(=O)NC1=CC=CC(=N1)C(C(=O)O)=NOCC(=O)OC(C)(C)C (2-(6-formamidopyridin-2-yl)-2-tert-butoxycarbonylmethoxyiminoacetic acid), C[N+](=CCl)C.[Cl-] (Vilsmeier reagent), P(=O)(Cl)(Cl)Cl (phosphorus oxychloride). Run in O1CCCC1 (tetrahydrofuran), C(Cl)Cl (methylene chloride), C(C)(=O)OCC (ethyl acetate), O (water), CN(C=O)C (N,N-dimethylformamide). Product: C(=O)NC1=CC=CC(=N1)C(C(=O)NC1[C@@H]2N(C(=C(CS2)CC)C(=S)OC(C2=CC=CC=C2)C2=CC=CC=C2)C1=O)=NOCC(=O)OC(C)(C)C (benzhydryl 7-[2-(6-formamidopyridin-2-yl)-2-tert-butoxycarbonylmethoxyiminoacetamido]-3-ethylthio-3-cephem-4-carboxylate). Yield: 78.1%. Reaction SMILES: C[N+](C)=CCl.[Cl-].P(Cl)(Cl)(Cl)=O.[CH:12]([NH:14][C:15]1[N:20]=[C:19]([C:21](=[N:25][O:26][CH2:27][C:28]([O:30][C:31]([CH3:34])([CH3:33])[CH3:32])=[O:29])[C:22]([OH:24])=O)[CH:18]=[CH:17][CH:16]=1)=[O:13].Cl.[NH2:36][CH:37]1[C:62](=[O:63])[N:39]2[C:40]([C:46]([O:48][CH:49]([C:56]3[CH:61]=[CH:60][CH:59]=[CH:58][CH:57]=3)[C:50]3[CH:55]=[CH:54][CH:53]=[CH:52][CH:51]=3)=[S:47])=[C:41]([CH2:44][CH3:45])[CH2:42][S:43][C@H:38]12>O1CCCC1.C(Cl)Cl.C(OCC)(=O)C.O.CN(C)C=O>[CH:12]([NH:14][C:15]1[N:20]=[C:19]([C:21](=[N:25][O:26][CH2:27][C:28]([O:30][C:31]([CH3:34])([CH3:33])[CH3:32])=[O:29])[C:22]([NH:36][CH:37]2[C:62](=[O:63])[N:39]3[C:40]([C:46]([O:48][CH:49]([C:50]4[CH:51]=[CH:52][CH:53]=[CH:54][CH:55]=4)[C:56]4[CH:61]=[CH:60][CH:59]=[CH:58][CH:57]=4)=[S:47])=[C:41]([CH2:44][CH3:45])[CH2:42][S:43][C@H:38]23)=[O:24])[CH:18]=[CH:17][CH:16]=1)=[O:13] |f:0.1,4.5|. Procedure details: Vilsmeier reagent prepared from phosphorus oxychloride (0.52 ml) and N,N-dimethylformamide (0.44 ml) was suspended in dry tetrahydrofuran (16.5 ml). To the stirred suspension was added 2-(6-formamidopyridin-2-yl)-2-tert-butoxycarbonylmethoxyiminoacetic acid (syn isomer, 1.67 g) under ice-cooling and then the solution was stirred for an hour at the same temperature to prepare the activated acid solution. To the solution of benzhydryl 7-amino-3-ethylthio-3-cephem-4-carboxylate hydrochloride (2.0 g...